Dataset: the Open Reaction Database (ORD), a public repository of structured organic reaction records. Task: describe an organic reaction: reactants, conditions, products, and yield The reactants are CN(C)C=O, C(=NC1CCCCC1)=NC1CCCCC1, Nc1cc(Cl)ccc1C(=O)O, [NH4+], [OH-], O, Oc1cccc2[nH]nnc12. Product: NC(=O)c1ccc(Cl)cc1N. RXN SMILES: [CH3:40][N:41]([CH3:42])[CH:43]=[O:44].[CH:12]1([N:18]=[C:13]=[N:14][CH:15]2[CH2:16][CH2:17][CH2:19][CH2:20][CH2:21]2)[CH2:22][CH2:23][CH2:24][CH2:25][CH2:26]1.[Cl:1][c:2]1[cH:3][c:4]([NH2:11])[c:5]([C:6](=[O:7])[OH:8])[cH:9][cH:10]1.[NH4+:38].[OH-:39].[OH2:27].[OH:28][c:29]1[c:30]2[n:31][n:32][nH:33][c:34]2[cH:35][cH:36][cH:37]1>>[Cl:1][c:2]1[cH:3][c:4]([NH2:11])[c:5]([C:6](=[O:7])[NH2:18])[cH:9][cH:10]1. The reactants are ClC1=C2C(=NC(=C1)C1=C3C=NNC3=CC=C1)N(N=C2)C (4-Chloro-6-(1H-indazol-4-yl)-1-methyl-1H-pyrazolo[3,4-b]pyridine), CSCCCN (3-(methylthio)propylamine). Yields the product N1N=CC2=C(C=CC=C12)C1=CC(=C2C(=N1)N(N=C2)C)NCCCSC ([6-(1H-indazol-4-yl)-1-methyl-1H-pyrazolo[3,4-b]pyridin-4-yl]-(3-methylsulfanyl-propyl)-amine). As a reaction SMILES: Cl[C:2]1[CH:7]=[C:6]([C:8]2[CH:16]=[CH:15][CH:14]=[C:13]3[C:9]=2[CH:10]=[N:11][NH:12]3)[N:5]=[C:4]2[N:17]([CH3:20])[N:18]=[CH:19][C:3]=12.[CH3:21][S:22][CH2:23][CH2:24][CH2:25][NH2:26]>>[NH:12]1[C:13]2[C:9](=[C:8]([C:6]3[N:5]=[C:4]4[N:17]([CH3:20])[N:18]=[CH:19][C:3]4=[C:2]([NH:26][CH2:25][CH2:24][CH2:23][S:22][CH3:21])[CH:7]=3)[CH:16]=[CH:15][CH:14]=2)[CH:10]=[N:11]1. Reported procedure: 4-Chloro-6-(1H-indazol-4-yl)-1-methyl-1H-pyrazolo[3,4-b]pyridine 7 (100 mg) and 3-(methylthio)propylamine (3 equiv.) were heated in microwave at 170° C. for one hour following General Procedure B. Volatiles were removed in vacuo; the residue was purified by prep HPLC to give [6-(1H-indazol-4-yl)-1-methyl-1H-pyrazolo[3,4-b]pyridin-4-yl]-(3-methylsulfanyl-propyl)-amine (94 mg) as a white solid. 3-Chloroperoxybenzoic acid (MCPBA, 94 mg, 2.2 equiv.) in 2 ml dry DCM was added at 0° C. The reaction mi... Starting materials: CCOC(=O)C(C)(C)C(=O)c1ccc(OCc2ccccc2)cc1, CO. Product: CCOC(=O)C(C)(C)C(=O)c1ccc(O)cc1. RXN SMILES: [CH2:1]([CH3:2])[O:3][C:4]([C:5]([C:6](=[O:7])[c:8]1[cH:9][cH:10][c:11]([O:14][CH2:15][c:16]2[cH:17][cH:18][cH:19][cH:20][cH:21]2)[cH:12][cH:13]1)([CH3:22])[CH3:23])=[O:24].[CH3:25][OH:26]>>[CH2:1]([CH3:2])[O:3][C:4]([C:5]([C:6](=[O:7])[c:8]1[cH:9][cH:10][c:11]([OH:14])[cH:12][cH:13]1)([CH3:22])[CH3:23])=[O:24]. Reactants: CN(C)C=O, O=CO, CC1(CCl)SC2C(NC(=O)Cc3ccccc3)C(=O)N2C1C(=O)OCC(Cl)(Cl)Cl, [Zn]. Product: CC1(CCl)SC2C(NC(=O)Cc3ccccc3)C(=O)N2C1C(=O)O. RXN SMILES: [CH3:33][N:34]([CH3:35])[CH:36]=[O:37].[CH:30]([OH:31])=[O:32].[Cl:1][CH2:2][C:3]1([CH3:29])[S:4][CH:5]2[N:6]([CH:7]1[C:8](=[O:9])[O:10][CH2:11][C:12]([Cl:13])([Cl:14])[Cl:15])[C:16](=[O:28])[CH:17]2[NH:18][C:19]([CH2:20][c:21]1[cH:22][cH:23][cH:24][cH:25][cH:26]1)=[O:27].[Zn:38]>>[Cl:1][CH2:2][C:3]1([CH3:29])[S:4][CH:5]2[N:6]([CH:7]1[C:8](=[O:9])[OH:10])[C:16](=[O:28])[CH:17]2[NH:18][C:19]([CH2:20][c:21]1[cH:22][cH:23][cH:24][cH:25][cH:26]1)=[O:27]. Reactants: CC=1C=CC2=C(NC(C=3C(O2)=CSC3)=O)C1 (7-methyl-thieno[3,4-b][1,5]benzoxazepin-10(9H)-one), P(Cl)(Cl)(Cl)(Cl)Cl (phosphorus pentachloride). Solvent: C1(=CC=CC=C1)C (toluene). The product is CC=1C=CC2=C(N=C(C=3C(O2)=CSC3)Cl)C1 (7-methyl-10-chloro-thieno[3,4-b][1,5]benzoxazepine). RXN SMILES: [CH3:1][C:2]1[CH:3]=[CH:4][C:5]2[O:11][C:10]3=[CH:12][S:13][CH:14]=[C:9]3[C:8](=O)[NH:7][C:6]=2[CH:16]=1.P(Cl)(Cl)(Cl)(Cl)[Cl:18]>C1(C)C=CC=CC=1>[CH3:1][C:2]1[CH:3]=[CH:4][C:5]2[O:11][C:10]3=[CH:12][S:13][CH:14]=[C:9]3[C:8]([Cl:18])=[N:7][C:6]=2[CH:16]=1. Procedure: A 4.62 g. portion of 7-methyl-thieno[3,4-b][1,5]benzoxazepin-10(9H)-one is reacted with 4.60 g. of phosphorus pentachloride in 88 ml. of toluene as described in Example 7, to give 7-methyl-10-chloro-thieno[3,4-b][1,5]benzoxazepine. To this is added 40 ml. of dry toluene, 4.8 g. of N-ethylpiperazine and 10 ml. of triethylamine. The reaction is heated at 100° C. overnight, concentrated to a thick oil and treated as described in Example 3 giving the base compound which is then converted to the hemi... The reactants are C(C=C)N(CC=C)CC1=NC(=NO1)C=1N=CN2C1[C@H]1N(C(C3=C2C=CC(=C3Cl)F)=O)CC1 ((S)-1-(5-diallylaminomethyl-1,2,4-oxadiazol-3-yl)-8-chloro-7-fluoro-12,12a-dihydro-9H,11H-azeto[2,1-c]imidazo[1,5-a][1,4]benzodiazepin-9-one). The reagents and catalysts are [Pd] (palladium-on-charcoal). The solvent is C(C)(=O)OCC (ethyl acetate). The product is ClC1=C(C=CC2=C1C(N1[C@H](C=3N2C=NC3C3=NOC(=N3)CN(CCC)CCC)CC1)=O)F ((S)-8-chloro-7-fluoro-12,12a-dihydro-1-(5-dipropylaminomethyl-1,2,4-oxadiazol-3-yl)-9H,11H-azeto[2,1-c]imidazo[1,5-a][1,4]benzodiazepin-9-one). Yield: 79.8%. Reaction SMILES: [CH2:1]([N:4]([CH2:8][C:9]1[O:13][N:12]=[C:11]([C:14]2[N:15]=[CH:16][N:17]3[C:23]4[CH:24]=[CH:25][C:26]([F:29])=[C:27]([Cl:28])[C:22]=4[C:21](=[O:30])[N:20]4[CH2:31][CH2:32][C@H:19]4[C:18]=23)[N:10]=1)[CH2:5][CH:6]=[CH2:7])[CH:2]=[CH2:3]>C(OCC)(=O)C.[Pd]>[Cl:28][C:27]1[C:22]2[C:21](=[O:30])[N:20]3[CH2:31][CH2:32][C@H:19]3[C:18]3[N:17]([CH:16]=[N:15][C:14]=3[C:11]3[N:10]=[C:9]([CH2:8][N:4]([CH2:5][CH2:6][CH3:7])[CH2:1][CH2:2][CH3:3])[O:13][N:12]=3)[C:23]=2[CH:24]=[CH:25][C:26]=1[F:29]. Reported procedure: 2.27 g (5 mmol) of (S)-1-(5-diallylaminomethyl-1,2,4-oxadiazol-3-yl)-8-chloro-7-fluoro-12,12a-dihydro-9H,11H-azeto[2,1-c]imidazo[1,5-a][1,4]benzodiazepin-9-one were hydrogenated in 80 ml of ethyl acetate in the presence of 35 mg of 5% palladium-on-charcoal at room temperature and normal pressure. After separating the catalyst the reaction mixture was purified by chromatography on silica gel while eluting with ethyl acetate. There were obtained 1.83 g (80%) of (S)-8-chloro-7-fluoro-12,12a-dihydro... Reaction SMILES: [CH3:28][O-:29].[CH3:31][SH:32].[CH3:34][OH:35].[Cl:1][C:2]1=[C:3]([S:24](=[O:25])[CH2:26][CH3:27])[C:4]2([CH3:5])[CH:6]([CH2:7]1)[CH:8]1[CH2:9][CH2:10][C:11]3=[CH:12][C:13](=[O:23])[CH:14]=[CH:15][C:16]3([CH3:17])[C:18]1([F:22])[CH:19]([OH:21])[CH2:20]2.[Na+:30].[OH2:33]>>[C:2]1([S:32][CH3:31])=[C:3]([S:24](=[O:25])[CH2:26][CH3:27])[C:4]2([CH3:5])[CH:6]([CH2:7]1)[CH:8]1[CH2:9][CH2:10][C:11]3=[CH:12][C:13](=[O:23])[CH:14]=[CH:15][C:16]3([CH3:17])[C:18]1([F:22])[CH:19]([OH:21])[CH2:20]2. Starting materials: C[O-], CS, CO, CCS(=O)C1=C(Cl)CC2C3CCC4=CC(=O)C=CC4(C)C3(F)C(O)CC12C, [Na+], O. Yields the product CCS(=O)C1=C(SC)CC2C3CCC4=CC(=O)C=CC4(C)C3(F)C(O)CC12C.